This data is from the Open Reaction Database (ORD), a public repository of structured organic reaction records. The task is: describe an organic reaction: reactants, conditions, products, and yield Reactants: [F-].C(CCC)[N+](CCCC)(CCCC)CCCC (tetrabutyl ammonium fluoride), C[Si](C=1C(=NC=CC1)NC#C)(C)C (3-trimethylsilanyl ethinyl-pyridin-2-ylamine), O (water). Reported procedure: To a solution of 3-trimethylsilanyl ethinyl-pyridin-2-ylamine described in Preparation Example 1-1-4 (28.1 g, 148 mmoL) in tetrahydrofuran (300 mL) was added tetrabutyl ammonium fluoride (1M tetrahydrofuran solution, 20 mL, 20 mmol), which was stirred at room temperature for 15 minutes. To the reaction solution was added water and extracted four times with ethyl acetate. The organic layer was dried over anhydrous sodium sulfate, and the solvent thereof was evaporated under a reduced pressure. Th... RXN SMILES: C[Si](C)(C)[C:3]1[C:4]([NH:9]C#C)=[N:5][CH:6]=[CH:7][CH:8]=1.[F-].[CH2:15]([N+](CCCC)(CCCC)CCCC)[CH2:16]CC.O>O1CCCC1>[C:15]([C:3]1[C:4]([NH2:9])=[N:5][CH:6]=[CH:7][CH:8]=1)#[CH:16] |f:1.2|. The product is C(#C)C=1C(=NC=CC1)N (3-Ethinyl-pyridin-2-ylamine). Run at time 15 minute. Solvent: O1CCCC1 (tetrahydrofuran). The reactants are [Br-], C1CCOC1, C[Mg+], N#Cc1cccc(-c2ccncc2C=O)c1. The product is CC(O)c1cnccc1-c1cccc(C#N)c1. RXN SMILES: [Br-:17].[CH2:20]1[O:21][CH2:22][CH2:23][CH2:24]1.[CH3:18][Mg+:19].[CH:1](=[O:2])[c:3]1[cH:4][n:5][cH:6][cH:7][c:8]1-[c:9]1[cH:10][c:11]([C:12]#[N:13])[cH:14][cH:15][cH:16]1>>[CH:1]([OH:2])([c:3]1[cH:4][n:5][cH:6][cH:7][c:8]1-[c:9]1[cH:10][c:11]([C:12]#[N:13])[cH:14][cH:15][cH:16]1)[CH3:18]. Reactants: C1(=CC=CC=C1)N1C(=NC(=C1C1=CC=CC=C1)C1=CC=CC=C1)OCCCCCCBr (1,4,5-Triphenyl-2-(6-bromohexyloxy)imidazole), S(=O)([O-])[O-].[Na+].[Na+] (sodium sulphite). Solvent: C(C)O (ethanol), O (water). Product: C1(=CC=CC=C1)N1C(=NC(=C1C1=CC=CC=C1)C1=CC=CC=C1)OCCCCCCS(=O)(=O)[O-].[Na+] (sodium 6-(1,4,5-triphenylimidazol-2-yloxy)hexane-sulphonate). Isolated yield 15.2%. RXN SMILES: [C:1]1([N:7]2[C:11]([C:12]3[CH:17]=[CH:16][CH:15]=[CH:14][CH:13]=3)=[C:10]([C:18]3[CH:23]=[CH:22][CH:21]=[CH:20][CH:19]=3)[N:9]=[C:8]2[O:24][CH2:25][CH2:26][CH2:27][CH2:28][CH2:29][CH2:30]Br)[CH:6]=[CH:5][CH:4]=[CH:3][CH:2]=1.[S:32]([O-:35])([O-:34])=[O:33].[Na+:36].[Na+]>C(O)C.O>[C:1]1([N:7]2[C:11]([C:12]3[CH:17]=[CH:16][CH:15]=[CH:14][CH:13]=3)=[C:10]([C:18]3[CH:23]=[CH:22][CH:21]=[CH:20][CH:19]=3)[N:9]=[C:8]2[O:24][CH2:25][CH2:26][CH2:27][CH2:28][CH2:29][CH2:30][S:32]([O-:35])(=[O:34])=[O:33])[CH:6]=[CH:5][CH:4]=[CH:3][CH:2]=1.[Na+:36] |f:1.2.3,6.7|. Procedure: 1,4,5-Triphenyl-2-(6-bromohexyloxy)imidazole (0.95 g) was dissolved in hot ethanol (5 ml) and a solution of sodium sulphite (0.25 g) in hot water (3 ml) was added. The white suspension was heated at reflux for 24 hours then evaporated to dryness. The residue was recrystallised from ethanol then methanol/ethanol to give sodium 6-(1,4,5-triphenylimidazol-2-yloxy)hexane-sulphonate (0.15 g, 15%) as a colourless solid, m.p. 265° C. The reactants are C1CCOC1, CC(=O)O, [Mg+]C1CCCCC1, [Cl-], Cl[Ce](Cl)Cl, CC(C)(C)OC(=O)N1CCC(=O)CC1. Product: CC(C)(C)OC(=O)N1CCC(O)(C2CCCCC2)CC1. Reaction SMILES: [CH2:31]1[O:32][CH2:33][CH2:34][CH2:35]1.[CH3:27][C:28](=[O:29])[OH:30].[CH:6]1([Mg+:12])[CH2:7][CH2:8][CH2:9][CH2:10][CH2:11]1.[Cl-:5].[Cl:1][Ce:2]([Cl:3])[Cl:4].[O:13]=[C:14]1[CH2:15][CH2:16][N:17]([C:20](=[O:21])[O:22][C:23]([CH3:24])([CH3:25])[CH3:26])[CH2:18][CH2:19]1>>[CH:6]1([C:14]2([OH:13])[CH2:15][CH2:16][N:17]([C:20](=[O:21])[O:22][C:23]([CH3:24])([CH3:25])[CH3:26])[CH2:18][CH2:19]2)[CH2:7][CH2:8][CH2:9][CH2:10][CH2:11]1. Reactants: NC1=CC=C(C=C1)C=1N=C(NC1)[C@H]1N(CCC1)C([C@@H](C1=CC=CC=C1)N(C)C)=O ((R)-1-((S)-2-(4-(4-aminophenyl)-1H-imidazol-2-yl)pyrrolidin-1-yl)-2-(dimethylamino)-2-phenylethanone), C(C)(C)(C)OC(=O)NC1=CC=C(C=C1)SC1=C(C=C(C(=O)O)C=C1)NC=1C2=C(N=CN1)N=C(C=C2)C(C)C (4-(4-tert-Butoxycarbonylamino-phenylsulfanyl)-3-(7-isopropyl-pyrido[2,3-d]pyrimidin-4-ylamino)-benzoic acid). Product: CN([C@@H](C(=O)N1[C@@H](CCC1)C=1NC=C(N1)C1=CC=C(C=C1)NC(=O)C1=CC(=C(C=C1)SC1=CC=C(C=C1)NC(OC(C)(C)C)=O)NC=1C2=C(N=CN1)N=C(C=C2)C(C)C)C2=CC=CC=C2)C (tert-butyl 4-(4-(4-(2-((S)-1-((R)-2-(dimethylamino)-2-phenylacetyl)pyrrolidin-2-yl)-1H-imidazol-4-yl)phenylcarbamoyl)-2-(7-isopropylpyrido[2,3-d]pyrimidin-4-ylamino)phenylthio)phenylcarbamate). Isolated yield 55.4%. RXN SMILES: [NH2:1][C:2]1[CH:7]=[CH:6][C:5]([C:8]2[N:9]=[C:10]([C@@H:13]3[CH2:17][CH2:16][CH2:15][N:14]3[C:18](=[O:29])[C@H:19]([N:26]([CH3:28])[CH3:27])[C:20]3[CH:25]=[CH:24][CH:23]=[CH:22][CH:21]=3)[NH:11][CH:12]=2)=[CH:4][CH:3]=1.[C:30]([O:34][C:35]([NH:37][C:38]1[CH:43]=[CH:42][C:41]([S:44][C:45]2[CH:53]=[CH:52][C:48]([C:49](O)=[O:50])=[CH:47][C:46]=2[NH:54][C:55]2[C:56]3[CH:64]=[CH:63][C:62]([CH:65]([CH3:67])[CH3:66])=[N:61][C:57]=3[N:58]=[CH:59][N:60]=2)=[CH:40][CH:39]=1)=[O:36])([CH3:33])([CH3:32])[CH3:31]>>[CH3:28][N:26]([CH3:27])[C@H:19]([C:20]1[CH:25]=[CH:24][CH:23]=[CH:22][CH:21]=1)[C:18]([N:14]1[CH2:15][CH2:16][CH2:17][C@H:13]1[C:10]1[NH:11][CH:12]=[C:8]([C:5]2[CH:6]=[CH:7][C:2]([NH:1][C:49]([C:48]3[CH:52]=[CH:53][C:45]([S:44][C:41]4[CH:40]=[CH:39][C:38]([NH:37][C:35](=[O:36])[O:34][C:30]([CH3:33])([CH3:32])[CH3:31])=[CH:43][CH:42]=4)=[C:46]([NH:54][C:55]4[C:56]5[CH:64]=[CH:63][C:62]([CH:65]([CH3:67])[CH3:66])=[N:61][C:57]=5[N:58]=[CH:59][N:60]=4)[CH:47]=3)=[O:50])=[CH:3][CH:4]=2)[N:9]=1)=[O:29]. Reported procedure: A solution of the Product of Example 2C (0.081 g, 0.21 mmol) and the product from Example 1E (0.10 g, 0.188 mmol) was processed in the same manner as in Example 1K to give a solid (0.094 g, 55%). Reactants: oil, FC1=CC(=C(C2=C1N=C(S2)SC)F)C#N (4,7-difluoro-2-(methylthio)benzo[d]thiazole-6-carbonitrile), FC=1C(=CC2=C(N=C(S2)SC)C1)C#N (5-fluoro-2-(methylthio)benzo[d]thiazole-6-carbonitrile). Product: FC1=CC(=C(C2=C1N=C(S2)SC)F)CN ((4,7-Difluoro-2-(methylthio)benzo[d]thiazol-6-yl)methanamine). As a reaction SMILES: [F:1][C:2]1[C:7]2[N:8]=[C:9]([S:11][CH3:12])[S:10][C:6]=2[C:5]([F:13])=[C:4]([C:14]#[N:15])[CH:3]=1.FC1C(C#N)=CC2SC(SC)=NC=2C=1>>[F:1][C:2]1[C:7]2[N:8]=[C:9]([S:11][CH3:12])[S:10][C:6]=2[C:5]([F:13])=[C:4]([CH2:14][NH2:15])[CH:3]=1. Procedure: (4,7-Difluoro-2-(methylthio)benzo[d]thiazol-6-yl)methanamine was synthesized as a clear oil (646 mg, 64%) using a procedure analogous to that described in Step 3 of Example 154, substituting 4,7-difluoro-2-(methylthio)benzo[d]thiazole-6-carbonitrile from the previous step for 5-fluoro-2-(methylthio)benzo[d]thiazole-6-carbonitrile used in Example 154. LCMS (ESI) m/z 247 (M+H)+. The product is Nc1ccccc1-c1cnccn1. Reactants: COc1ccccc1, ClCCl, O=C(O)C(F)(F)F, CC(C)(C)OC(=O)Nc1ccccc1-c1cnccn1. Reaction SMILES: [CH3:21][O:22][c:23]1[cH:24][cH:25][cH:26][cH:27][cH:28]1.[Cl:36][CH2:37][Cl:38].[OH:29][C:30]([C:31]([F:32])([F:33])[F:34])=[O:35].[n:1]1[c:2](-[c:7]2[c:8]([NH:13][C:14](=[O:15])[O:16][C:17]([CH3:18])([CH3:19])[CH3:20])[cH:9][cH:10][cH:11][cH:12]2)[cH:3][n:4][cH:5][cH:6]1>>[n:1]1[c:2](-[c:7]2[c:8]([NH2:13])[cH:9][cH:10][cH:11][cH:12]2)[cH:3][n:4][cH:5][cH:6]1.